Dataset: the Open Reaction Database (ORD), a public repository of structured organic reaction records. Task: describe an organic reaction: reactants, conditions, products, and yield Reactants: Cc1ccc2ncnc(Cl)c2c1, Clc1ccc2c(c1)NCC2. The product is Cc1ccc2ncnc(N3CCc4ccc(Cl)cc43)c2c1. RXN SMILES: [Cl:11][c:12]1[n:13][cH:14][n:15][c:16]2[cH:17][cH:18][c:19]([CH3:22])[cH:20][c:21]12.[Cl:1][c:2]1[cH:3][cH:4][c:5]2[c:9]([cH:10]1)[NH:8][CH2:7][CH2:6]2>>[Cl:1][c:2]1[cH:3][cH:4][c:5]2[c:9]([cH:10]1)[N:8]([c:12]1[n:13][cH:14][n:15][c:16]3[cH:17][cH:18][c:19]([CH3:22])[cH:20][c:21]13)[CH2:7][CH2:6]2.